From a dataset of the Open Reaction Database (ORD), a public repository of structured organic reaction records. describe an organic reaction: reactants, conditions, products, and yield Reactants: ClC1=CC=C(C=C1)C=NC=1N(C=2N(C(C1)=O)CCN2)CC(C)C (7-[(4-Chlorophenyl)Methylene]Amino-2,3-Dihydro-8-(2-Methylpropyl)Imidazo[1,2-a]Pyrimidin-5(8H)-One), [BH4-].[Na+] (sodium borohydride). Solvent: C(C)O (ethanol). Yields the product ClC1=CC=C(C=C1)CNC=1N(C=2N(C(C1)=O)CCN2)CC(C)C (7-[(4-Chlorophenyl)Methyl]Amino-2,3-Dihydro-8-(2-Methylpropyl)Imidazo[1,2-a]Pyrimidin-5(8H)-One). Reaction SMILES: [Cl:1][C:2]1[CH:7]=[CH:6][C:5]([CH:8]=[N:9][C:10]2[N:11]([CH2:20][CH:21]([CH3:23])[CH3:22])[C:12]3[N:13]([CH2:17][CH2:18][N:19]=3)[C:14](=[O:16])[CH:15]=2)=[CH:4][CH:3]=1.[BH4-].[Na+]>C(O)C>[Cl:1][C:2]1[CH:7]=[CH:6][C:5]([CH2:8][NH:9][C:10]2[N:11]([CH2:20][CH:21]([CH3:23])[CH3:22])[C:12]3[N:13]([CH2:17][CH2:18][N:19]=3)[C:14](=[O:16])[CH:15]=2)=[CH:4][CH:3]=1 |f:1.2|. Procedure: A mixture of the product of Procedure 85 (0.15 mol) and sodium borohydride (0.16 mol) in 250 ml. ethanol is stirred and refluxed for 4 hrs., then concentrated in vacuo. The residue is purified by recrystallization. Reactants: FC(C(=O)O)(F)F (trifluoroacetic acid), ice water, CN(C(=O)SC1=CC=CN2C1=NC=C(C2=O)C(=O)OCC2=CC=C(C=C2)OC)C (9-(dimethylcarbamoyl)thio-3-(4-methoxybenzyloxycarbonyl)-4H-pyrido[1,2-a]pyrimidin-4-one), C1(=CC=CC=C1)OC (anisole), ice water. The solvent is C(Cl)Cl (methylene chloride). The product is C(=O)(O)C1=CN=C2N(C1=O)C=CC=C2SC(N(C)C)=O (3-carboxy-9-(dimethylcarbamoyl)thio-4Hpyrido[1,2-a]pyrimidin-4-one). As a reaction SMILES: [CH3:1][N:2]([CH3:29])[C:3]([S:5][C:6]1[C:11]2=[N:12][CH:13]=[C:14]([C:17]([O:19]CC3C=CC(OC)=CC=3)=[O:18])[C:15](=[O:16])[N:10]2[CH:9]=[CH:8][CH:7]=1)=[O:4].C1(OC)C=CC=CC=1.FC(F)(F)C(O)=O>C(Cl)Cl>[C:17]([C:14]1[C:15](=[O:16])[N:10]2[CH:9]=[CH:8][CH:7]=[C:6]([S:5][C:3](=[O:4])[N:2]([CH3:1])[CH3:29])[C:11]2=[N:12][CH:13]=1)([OH:19])=[O:18]. Procedure details: A mixture of 0.508 g of 9-(dimethylcarbamoyl)thio-3-(4-methoxybenzyloxycarbonyl)-4H-pyrido[1,2-a]pyrimidin-4-one Ib-82, 2,5 g of anisole and 5 ml of dry methylene chloride is cooled with ice water, mixed with 5 ml of trifluoroacetic acid and stirred under cooling with ice water for 3 hours. The reaction mixture is concentrated in vacuo to dryness, and the residue is washed with ether to give 0.32 g of crude product, which is recrystallized from 95% ethanol to give the titled compound Ib-81. Reactants: O=C([O-])C(O)C(O)C(=O)[O-], C[Al](C)C, COC(=O)c1ccc2cc[nH]c2c1, CCCCCCC, ClCCl, N#Cc1ccc(N)cc1C(F)(F)F, [Na+], [Na+], C1COCCO1. Yields the product N#Cc1ccc(NC(=O)c2ccc3cc[nH]c3c2)cc1C(F)(F)F. Reaction SMILES: [C:38]([CH:39]([CH:40]([C:41]([O-:42])=[O:43])[OH:44])[OH:45])([O-:46])=[O:47].[CH3:1][Al:2]([CH3:3])[CH3:4].[CH3:25][O:26][C:27](=[O:28])[c:29]1[cH:30][cH:31][c:32]2[cH:33][cH:34][nH:35][c:36]2[cH:37]1.[CH3:5][CH2:6][CH2:7][CH2:8][CH2:9][CH2:10][CH3:11].[Cl:56][CH2:57][Cl:58].[NH2:12][c:13]1[cH:14][c:15]([C:21]([F:22])([F:23])[F:24])[c:16]([C:17]#[N:18])[cH:19][cH:20]1.[Na+:48].[Na+:49].[O:50]1[CH2:51][CH2:52][O:53][CH2:54][CH2:55]1>>[NH:12]([c:13]1[cH:14][c:15]([C:21]([F:22])([F:23])[F:24])[c:16]([C:17]#[N:18])[cH:19][cH:20]1)[C:27](=[O:26])[c:29]1[cH:30][cH:31][c:32]2[cH:33][cH:34][nH:35][c:36]2[cH:37]1. Starting materials: FC(C1=CC=C(C=C1)C=1SC(=CN1)CO)(F)F ([2-(4-trifluoromethyl-phenyl)-thiazol-5-yl]-methanol), C(CCC)P(CCCC)CCCC (tributylphosphine), CN(C(=O)N=NC(=O)N(C)C)C (N,N,N′,N′-tetramethyl azodicarboxamide), C(C)OC(C(CC1=C(C=C(C=C1)O)C)OCC)=O ([rac]-2-ethoxy-3-(4-hydroxy-2-methyl-phenyl)-propionic acid ethyl ester). Product: C(C)OC(C(CC1=C(C=C(C=C1)OCC1=CN=C(S1)C1=CC=C(C=C1)C(F)(F)F)C)OCC)=O ([rac]-2-ethoxy-3-{2-methyl-4-[2-(4-trifluoromethyl-phenyl)-thiazol-5-ylmethoxy]-phenyl}-propionic acid ethyl ester). RXN SMILES: [CH2:1]([O:3][C:4](=[O:18])[CH:5]([O:15][CH2:16][CH3:17])[CH2:6][C:7]1[CH:12]=[CH:11][C:10]([OH:13])=[CH:9][C:8]=1[CH3:14])[CH3:2].[F:19][C:20]([F:35])([F:34])[C:21]1[CH:26]=[CH:25][C:24]([C:27]2[S:28][C:29]([CH2:32]O)=[CH:30][N:31]=2)=[CH:23][CH:22]=1.C(P(CCCC)CCCC)CCC.CN(C)C(N=NC(N(C)C)=O)=O>>[CH2:1]([O:3][C:4](=[O:18])[CH:5]([O:15][CH2:16][CH3:17])[CH2:6][C:7]1[CH:12]=[CH:11][C:10]([O:13][CH2:32][C:29]2[S:28][C:27]([C:24]3[CH:23]=[CH:22][C:21]([C:20]([F:35])([F:19])[F:34])=[CH:26][CH:25]=3)=[N:31][CH:30]=2)=[CH:9][C:8]=1[CH3:14])[CH3:2]. Procedure: In analogy to the procedure described in example 10 c], [rac]-2-ethoxy-3-(4-hydroxy-2-methyl-phenyl)-propionic acid ethyl ester (example 10 b]) was reacted with [2-(4-trifluoromethyl-phenyl)-thiazol-5-yl]-methanol [PCT Int. Appl. (2002), WO 02/062774 A1] in the presence of tributylphosphine and N,N,N′,N′-tetramethyl azodicarboxamide to yield [rac]-2-ethoxy-3-{2-methyl-4-[2-(4-trifluoromethyl-phenyl)-thiazol-5-ylmethoxy]-phenyl}-propionic acid ethyl ester as yellow crystals. Starting materials: C(C1=CC=CC=C1)(=O)C1=C(C=CC(=C1)Cl)C=1C(=CNC1)C#N (4-[2-benzoyl-4-chlorophenyl]-1H-pyrrole-3-carbonitrile). The reagents and catalysts are [Ni] (Raney nickel). The solvent is C(C)(=O)O (acetic acid). Reaction conditions: time 4 hour. The product is ClC1=CC2=C(C=3C(CN=C2C2=CC=CC=C2)=CNC3)C=C1 (8-Chloro-6-phenyl-2H,4H-pyrrolo[3,4-d][2]benzazepine). Reaction SMILES: [C:1]([C:9]1[CH:14]=[C:13]([Cl:15])[CH:12]=[CH:11][C:10]=1[C:16]1[C:17]([C:21]#[N:22])=[CH:18][NH:19][CH:20]=1)(=O)[C:2]1[CH:7]=[CH:6][CH:5]=[CH:4][CH:3]=1>[Ni].C(O)(=O)C>[Cl:15][C:13]1[CH:12]=[CH:11][C:10]2[C:16]3[C:17](=[CH:18][NH:19][CH:20]=3)[CH2:21][N:22]=[C:1]([C:2]3[CH:7]=[CH:6][CH:5]=[CH:4][CH:3]=3)[C:9]=2[CH:14]=1. Procedure: A mixture of 4.0 g (13 mmole) of 4-[2-benzoyl-4-chlorophenyl]-1H-pyrrole-3-carbonitrile, 4 g of Raney nickel, and 300 ml of acetic acid were hydrogenated on a Parr apparatus for 4 hr. The Raney nickel was removed by filtration, and the filtrate was diluted with 400 ml of ice water. The acetic acid was neutralized with sodium bicarbonate, and the resulting solution extracted with methylene chloride. The methylene chloride solution was washed with water, and was dried with sodium sulfate. Concentr... RXN SMILES: [CH3:1][O:2][C:3]([C:5]1[CH:13]=[CH:12][C:11](C(OC)=O)=[C:10]2[C:6]=1[CH:7]=[CH:8][NH:9]2)=[O:4].[F:18][C:19]1[CH:20]=[C:21]([CH:25]=[CH:26][C:27]=1[CH3:28])[C:22](O)=[O:23].S(Cl)(Cl)=O.ClCC1C=CC(C(Cl)=O)=CC=1>>[CH3:1][O:2][C:3]([C:5]1[CH:13]=[CH:12][CH:11]=[C:10]2[C:6]=1[C:7]([C:22](=[O:23])[C:21]1[CH:25]=[CH:26][C:27]([CH3:28])=[C:19]([F:18])[CH:20]=1)=[CH:8][NH:9]2)=[O:4]. The product is COC(=O)C1=C2C(=CNC2=CC=C1)C(C1=CC(=C(C=C1)C)F)=O (4-methoxycarbonyl-3-(3-fluoro-4-methylbenzoyl}indole). The reactants are FC=1C=C(C(=O)O)C=CC1C (3-fluoro-4-methylbenzoic acid), S(=O)(Cl)Cl (thionyl chloride), ClCC1=CC=C(C(=O)Cl)C=C1 (4-chloromethylbenzoyl chloride), COC(=O)C1=C2C=CNC2=C(C=C1)C(=O)OC (4,7-dimethoxycarbonylindole). Procedure: The desired compound was prepared according to the method of Example 90, step 2, except substituting 4-methoxycarbonylindole for 4,7-dimethoxycarbonylindole, and substituting 3-fluoro-4-methylbenzoyl chloride, prepared by reaction of 3-fluoro-4-methylbenzoic acid with thionyl chloride, for 4-chloromethylbenzoyl chloride. Starting materials: C(C)(C)(C)OC(=O)N1[C@@H](C[C@@H](C1)OC)COC1=CC=C(C(=O)OC)C=C1 (methyl 4-[(2S,4S)-1tert-butoxycarbonyl-4-methoxy-2-pyrrolidinyl]methoxybenzoate), C(=O)(C(F)(F)F)O (TFA). The solvent is C(Cl)Cl (CH2Cl2). Reaction conditions: time 14 hour. Yields the product CO[C@H]1C[C@H](NC1)COC1=CC=C(C(=O)OC)C=C1 (methyl 4-[(2S,4S)-4-methoxy-2-pyrrolidinyl]methoxybenzoate). The yield is 99.2%. RXN SMILES: C(OC([N:8]1[CH2:12][C@@H:11]([O:13][CH3:14])[CH2:10][C@H:9]1[CH2:15][O:16][C:17]1[CH:26]=[CH:25][C:20]([C:21]([O:23][CH3:24])=[O:22])=[CH:19][CH:18]=1)=O)(C)(C)C.C(O)(C(F)(F)F)=O>C(Cl)Cl>[CH3:14][O:13][C@@H:11]1[CH2:12][NH:8][C@H:9]([CH2:15][O:16][C:17]2[CH:26]=[CH:25][C:20]([C:21]([O:23][CH3:24])=[O:22])=[CH:19][CH:18]=2)[CH2:10]1. Procedure: To a stirred solution of methyl 4-[(2S,4S)-1tert-butoxycarbonyl-4-methoxy-2-pyrrolidinyl]methoxybenzoate (2.38 g, 3.61 mmol) in CH2Cl2 (46 ml) was added TFA (23 ml) at room temperature. After 14 h stirring, the mixture was concentrated in vacuo. The residue was diluted by the addition of CH2Cl2 and 1 N NaOH, and extracted with CH2Cl2. The combined extracts were washed with brine, dried over Na2SO4, which was concentrated in vacuo. The residue was chromatographed on silica gel [50 g, CHCl3/MeOH (... Starting materials: C(CCC)C1=NC(=C(C(=N1)Cl)CC(=O)OCC)CC1=CC=C(C=C1)C1=C(C=CC=C1)C(=O)OC (Ethyl 2-butyl-4-chloro-6-[(2'-(methoxycarbonyl)-(1,1'-biphenyl)-4-yl]-methyl]-5-pyrimidine acetate), [OH-].[Na+] (sodium hydroxide). Run in O1CCOCC1 (dioxane). Run at time 3 day. The product is C(CCC)C1=NC(=C(C(=N1)CC1=CC=C(C=C1)C1=C(C=CC=C1)C(=O)O)CC(=O)O)Cl (2-butyl-4-[(2'-carboxy-(1,1'-biphenyl)-4-yl )-methyl)-6-chloro-5-pyrimidine acetic acid). Yield: 95.2%. As a reaction SMILES: [CH2:1]([C:5]1[N:10]=[C:9]([Cl:11])[C:8]([CH2:12][C:13]([O:15]CC)=[O:14])=[C:7]([CH2:18][C:19]2[CH:24]=[CH:23][C:22]([C:25]3[CH:30]=[CH:29][CH:28]=[CH:27][C:26]=3[C:31]([O:33]C)=[O:32])=[CH:21][CH:20]=2)[N:6]=1)[CH2:2][CH2:3][CH3:4].[OH-].[Na+]>O1CCOCC1>[CH2:1]([C:5]1[N:6]=[C:7]([CH2:18][C:19]2[CH:20]=[CH:21][C:22]([C:25]3[CH:30]=[CH:29][CH:28]=[CH:27][C:26]=3[C:31]([OH:33])=[O:32])=[CH:23][CH:24]=2)[C:8]([CH2:12][C:13]([OH:15])=[O:14])=[C:9]([Cl:11])[N:10]=1)[CH2:2][CH2:3][CH3:4] |f:1.2|. Reported procedure: 175 mg of the product of Example 7 were introduced into 1.75 ml of dioxane and 1.6 ml of N sodium hydroxide and after stirring at ambient temperature for 3 days, followed by dilution with 10 ml of water, neutralization with 1.6 ml of 1N hydrochloric acid, extraction 5 times with 10 ml of methylene chloride and evaporation to dryness under reduced pressure, the residue was taken up in 2 ml of hexane, stirred for 1 hour and separated to obtain 152 mg of the expected product melting at approx 100°-... The reactants are ice water, C(=O)(O)C=1C=C(OCC(=O)N(CCCCCC)CCCCCC)C=C(C1[N+](=O)[O-])C(=O)O ((3,5-dicarboxy-4-nitrophenoxy)-N,N-dihexylacetamide), CN(C=O)C (dimethylformamide), COC1=CC=C(CCl)C=C1 (p-methoxybenzylchloride). The solvent is C(C)N(CC)CC (triethylamine). Reaction conditions: temperature 100 celsius. The product is COC1=CC=C(COC(=O)C=2C=C(OCC(=O)N(CCCCCC)CCCCCC)C=C(C2[N+](=O)[O-])C(=O)OCC2=CC=C(C=C2)OC)C=C1 ([3,5-bis(p-methoxybenzyloxycarbonyl)-4-nitrophenoxy]-N,N-dihexylacetamide). RXN SMILES: [C:1]([C:4]1[CH:5]=[C:6]([CH:24]=[C:25]([C:30]([OH:32])=[O:31])[C:26]=1[N+:27]([O-:29])=[O:28])[O:7][CH2:8][C:9]([N:11]([CH2:18][CH2:19][CH2:20][CH2:21][CH2:22][CH3:23])[CH2:12][CH2:13][CH2:14][CH2:15][CH2:16][CH3:17])=[O:10])([OH:3])=[O:2].CN(C)[CH:35]=[O:36].[CH3:38][O:39][C:40]1[CH:47]=[CH:46][C:43]([CH2:44]Cl)=[CH:42][CH:41]=1>C(N(CC)CC)C>[CH3:38][O:39][C:40]1[CH:47]=[CH:46][C:43]([CH2:44][O:31][C:30]([C:25]2[CH:24]=[C:6]([CH:5]=[C:4]([C:1]([O:3][CH2:1][C:4]3[CH:5]=[CH:6][C:24]([O:36][CH3:35])=[CH:25][CH:26]=3)=[O:2])[C:26]=2[N+:27]([O-:29])=[O:28])[O:7][CH2:8][C:9]([N:11]([CH2:12][CH2:13][CH2:14][CH2:15][CH2:16][CH3:17])[CH2:18][CH2:19][CH2:20][CH2:21][CH2:22][CH3:23])=[O:10])=[O:32])=[CH:42][CH:41]=1. Procedure details: To a solution of (3,5-dicarboxy-4-nitrophenoxy)-N,N-dihexylacetamide in dimethylformamide containing two equivalents of triethylamine are added two equivalents of p-methoxybenzylchloride. The mixture is stirred and heated to about 100° C. for 1 hr. After this time, the reaction is cooled to room temperature and poured into ice water. The aqueous mixture is extracted with 2 portions of methylene chloride. The combined extracts are back-extracted with water to remove dimethylformamide, dried over ...